This data is from the Open Reaction Database (ORD), a public repository of structured organic reaction records. The task is: describe an organic reaction: reactants, conditions, products, and yield The reactants are [Al] (aluminum), [Cl-].[Al+3].[Cl-].[Cl-] (aluminum chloride), ice, [N+](=O)([O-])C(CO)(C)[N+](=O)[O-] (2,2-dinitropropanol), O1OOCCC1 (trioxane), ClCCl (dichloromethane). Run at time 2 day. Product: [N+](=O)([O-])C(CCOCCl)[N+](=O)[O-] (chloromethyl dinitropropyl ether). Isolated yield 92.0%. RXN SMILES: [Cl-].[Al+3].[Cl-].[Cl-].[N+:5]([C:8]([N+:12]([O-:14])=[O:13])([CH3:11])CO)([O-:7])=[O:6].[O:15]1[CH2:20]CCOO1.[Al].Cl[CH2:23][Cl:24]>>[N+:5]([CH:8]([N+:12]([O-:14])=[O:13])[CH2:11][CH2:20][O:15][CH2:23][Cl:24])([O-:7])=[O:6] |f:0.1.2.3|. Procedure: 8.8 grams of aluminum chloride was added rapidly to an ice-cooled solution of 9.9 g 2,2-dinitropropanol and 2.0 g trioxane in 50 ml dry dichloromethane under a nitrogen atmosphere. The mixture was stirred 2 days at room temperature, then it was poured onto crushed ice and the mixture stirred vigorously until all aluminum precipitates had dissolved (addition of some sulfuric acid may be required). The product solution was separated, the aqueous phase extracted with dichloromethane, and the extrac... Starting materials: C=CCn1nnc(-c2cccc(CCOCCC(=O)O)c2)n1, COC(CNC1CCCCC1)OC. Product: C=CCn1nnc(-c2cccc(CCOCCC(=O)N(CC(OC)OC)C3CCCCC3)c2)n1. Reaction SMILES: [CH2:1]([CH:2]=[CH2:3])[n:4]1[n:5][c:6](-[c:9]2[cH:10][c:11]([CH2:12][CH2:13][O:14][CH2:15][CH2:16][C:17](=[O:18])[OH:19])[cH:20][cH:21][cH:22]2)[n:7][n:8]1.[CH3:23][O:24][CH:25]([CH2:26][NH:27][CH:28]1[CH2:29][CH2:30][CH2:31][CH2:32][CH2:33]1)[O:34][CH3:35]>>[CH2:1]([CH:2]=[CH2:3])[n:4]1[n:5][c:6](-[c:9]2[cH:10][c:11]([CH2:12][CH2:13][O:14][CH2:15][CH2:16][C:17](=[O:19])[N:27]([CH2:26][CH:25]([O:24][CH3:23])[O:34][CH3:35])[CH:28]3[CH2:29][CH2:30][CH2:31][CH2:32][CH2:33]3)[cH:20][cH:21][cH:22]2)[n:7][n:8]1. Reactants: NC(CC(C(=O)OCC)C)C1=C(C=CC=C1OC)OC (ethyl 4-amino-4-(2,6-dimethoxyphenyl)-2-methylbutanoate), C(C)(C)OC1=CC=C(C=O)C=C1 (4-isopropoxybenzaldehyde). Yields the product COC1=C(C(=CC=C1)OC)C1CC(C(N1CC1=CC=C(C=C1)OC(C)C)=O)C (5-(2,6-dimethoxyphenyl)-1-(4-isopropoxybenzyl)-3-methylpyrrolidin-2-one). Reaction SMILES: [NH2:1][CH:2]([C:11]1[C:16]([O:17][CH3:18])=[CH:15][CH:14]=[CH:13][C:12]=1[O:19][CH3:20])[CH2:3][CH:4]([CH3:10])[C:5]([O:7]CC)=O.[CH:21]([O:24][C:25]1[CH:32]=[CH:31][C:28]([CH:29]=O)=[CH:27][CH:26]=1)([CH3:23])[CH3:22]>>[CH3:18][O:17][C:16]1[CH:15]=[CH:14][CH:13]=[C:12]([O:19][CH3:20])[C:11]=1[CH:2]1[N:1]([CH2:29][C:28]2[CH:31]=[CH:32][C:25]([O:24][CH:21]([CH3:23])[CH3:22])=[CH:26][CH:27]=2)[C:5](=[O:7])[CH:4]([CH3:10])[CH2:3]1. Reported procedure: Prepared according to the described general procedure 2 (GP2) by reaction of ethyl 4-amino-4-(2,6-dimethoxyphenyl)-2-methylbutanoate with commercially available 4-isopropoxybenzaldehyde. Subsequent purification by preparative HPLC afforded the target compound. LC-MS (conditions A): tR=0.90 min.; [M+H]+: 384.12 g/mol.